From a dataset of the Open Reaction Database (ORD), a public repository of structured organic reaction records. describe an organic reaction: reactants, conditions, products, and yield The reactants are CCCCCCCCCCCCCCCC(=O)OC(CCCCCCCCCCCCCC)C(=O)O, CC(O)C(NC(=O)CCN)C(=O)O. Yields the product CCCCCCCCCCCCCCCC(=O)OC(CCCCCCCCCCCCCC)C(=O)NCCC(=O)NC(C(=O)O)C(C)O. Reaction SMILES: [C:1]([CH2:2][CH2:3][CH2:4][CH2:5][CH2:6][CH2:7][CH2:8][CH2:9][CH2:10][CH2:11][CH2:12][CH2:13][CH2:14][CH2:15][CH3:16])(=[O:17])[O:18][CH:19]([C:20](=[O:21])[OH:22])[CH2:23][CH2:24][CH2:25][CH2:26][CH2:27][CH2:28][CH2:29][CH2:30][CH2:31][CH2:32][CH2:33][CH2:34][CH2:35][CH3:36].[NH2:37][CH2:38][CH2:39][C:40](=[O:41])[NH:42][CH:43]([CH:44]([OH:45])[CH3:46])[C:47](=[O:48])[OH:49]>>[C:1]([CH2:2][CH2:3][CH2:4][CH2:5][CH2:6][CH2:7][CH2:8][CH2:9][CH2:10][CH2:11][CH2:12][CH2:13][CH2:14][CH2:15][CH3:16])(=[O:17])[O:18][CH:19]([C:20](=[O:22])[NH:37][CH2:38][CH2:39][C:40](=[O:41])[NH:42][CH:43]([CH:44]([OH:45])[CH3:46])[C:47](=[O:48])[OH:49])[CH2:23][CH2:24][CH2:25][CH2:26][CH2:27][CH2:28][CH2:29][CH2:30][CH2:31][CH2:32][CH2:33][CH2:34][CH2:35][CH3:36]. Reactants: FC(C1=C(OC2CCN(CC2)C2=CC=C(C=N2)N)C=CC=C1)(F)F (6-{4-[2-(trifluoromethyl)phenoxy]piperidin-1-yl}pyridin-3-amine), C(C1=CC=CC=C1)OCC(=O)O (benzyloxyacetic acid). Yields the product C(C1=CC=CC=C1)OCC(=O)NC=1C=NC(=CC1)N1CCC(CC1)OC1=C(C=CC=C1)C(F)(F)F (2-(Benzyloxy)-N-(6-{4-[2-(trifluoromethyl)phenoxy]piperidin-1-yl}pyridin-3-yl)acetamide). Reaction SMILES: [F:1][C:2]([F:24])([F:23])[C:3]1[CH:22]=[CH:21][CH:20]=[CH:19][C:4]=1[O:5][CH:6]1[CH2:11][CH2:10][N:9]([C:12]2[N:17]=[CH:16][C:15]([NH2:18])=[CH:14][CH:13]=2)[CH2:8][CH2:7]1.[CH2:25]([O:32][CH2:33][C:34](O)=[O:35])[C:26]1[CH:31]=[CH:30][CH:29]=[CH:28][CH:27]=1>>[CH2:25]([O:32][CH2:33][C:34]([NH:18][C:15]1[CH:16]=[N:17][C:12]([N:9]2[CH2:8][CH2:7][CH:6]([O:5][C:4]3[CH:19]=[CH:20][CH:21]=[CH:22][C:3]=3[C:2]([F:1])([F:23])[F:24])[CH2:11][CH2:10]2)=[CH:13][CH:14]=1)=[O:35])[C:26]1[CH:31]=[CH:30][CH:29]=[CH:28][CH:27]=1. Procedure details: The title compound was prepared in the same manner as described for Example 25, step 2 from 6-{4-[2-(trifluoromethyl)phenoxy]piperidin-1-yl}pyridin-3-amine and benzyloxyacetic acid. Reactants: C(C)(C)(C)OC(NC1(CCCC1)C(NC1C2CC3CC(CC1C3)C2)=O)=O ([1-(adamantan-2-ylcarbamoyl)-cyclopentyl]-carbamic acid tert-butyl ester), C(=O)(C(F)(F)F)O (TFA). The solvent is C(Cl)Cl (DCM). Product: C12C(C3CC(CC(C1)C3)C2)NC(=O)C2(CCCC2)N (1-Amino-cyclopentanecarboxylic acid adamantan-2-ylamide). Yield: 73.4%. RXN SMILES: C(OC(=O)[NH:7][C:8]1([C:13](=[O:25])[NH:14][CH:15]2[CH:22]3[CH2:23][CH:18]4[CH2:19][CH:20]([CH2:24][CH:16]2[CH2:17]4)[CH2:21]3)[CH2:12][CH2:11][CH2:10][CH2:9]1)(C)(C)C.C(O)(C(F)(F)F)=O>C(Cl)Cl>[CH:16]12[CH2:17][CH:18]3[CH2:19][CH:20]([CH2:21][CH:22]([CH2:23]3)[CH:15]1[NH:14][C:13]([C:8]1([NH2:7])[CH2:12][CH2:11][CH2:10][CH2:9]1)=[O:25])[CH2:24]2. Procedure details: To a solution of [1-(adamantan-2-ylcarbamoyl)-cyclopentyl]-carbamic acid tert-butyl ester (710 mg) in DCM (10 mL) was added TFA (1.5 mL) at 0° C. The mixture was stirred and allowed to warm to RT over night. The reaction mixture was evaporated and the residue was re-dissolved in DCM and washed with saturated NaHCO3 and brine. The organic layer was dried with Na2CO2 and evaporated to give a residue that was purified by flash chromatography using ethyl acetate as an eluent to give the desired mate... The yield is 22.3%. The reactants are BrC=1C=CC(=NC1)C(=O)N1CCN(CC1)C1=NC=C(C=C1C)C ((5-bromopyridin-2-yl)[4-(3,5-dimethylpyridin-2-yl)piperazin-1-yl]methanone), C[C@H]1NC(OC1)=O ((R)-4-methyloxazolidin-2-one). RXN SMILES: Br[C:2]1[CH:3]=[CH:4][C:5]([C:8]([N:10]2[CH2:15][CH2:14][N:13]([C:16]3[C:21]([CH3:22])=[CH:20][C:19]([CH3:23])=[CH:18][N:17]=3)[CH2:12][CH2:11]2)=[O:9])=[N:6][CH:7]=1.[CH3:24][C@@H:25]1[CH2:29][O:28][C:27](=[O:30])[NH:26]1>>[CH3:22][C:21]1[C:16]([N:13]2[CH2:14][CH2:15][N:10]([C:8]([C:5]3[N:6]=[CH:7][C:2]([N:26]4[C@H:25]([CH3:24])[CH2:29][O:28][C:27]4=[O:30])=[CH:3][CH:4]=3)=[O:9])[CH2:11][CH2:12]2)=[N:17][CH:18]=[C:19]([CH3:23])[CH:20]=1. Procedure: By reaction and treatment in the same manner as in Example 1 and using (5-bromopyridin-2-yl)[4-(3,5-dimethylpyridin-2-yl)piperazin-1-yl]methanone (375 mg) described in Preparation Example 150 and (R)-4-methyloxazolidin-2-one (111 mg) described in Preparation Example 25, the title compound (88 mg) was obtained. Yields the product CC=1C(=NC=C(C1)C)N1CCN(CC1)C(=O)C1=CC=C(C=N1)N1C(OC[C@H]1C)=O ((R)-3-{6-[4-(3,5-dimethylpyridin-2-yl)piperazine-1-carbonyl]pyridin-3-yl}-4-methyloxazolidin-2-one).